This data is from the Open Reaction Database (ORD), a public repository of structured organic reaction records. The task is: describe an organic reaction: reactants, conditions, products, and yield The reactants are CO\N=C(/C1=C(C=CC=C1)O)\C1=NOCCO1 ((E)-(5,6-dihydro-1,4,2-dioxazin-3-yl)(2-hydroxyphenyl)methanone O-methyl oxime), C(C=1C(O)=CC=CC1)(=O)OC (methyl salicylate), ClCC(=O)OCC (ethyl chloroacetate), C([O-])([O-])=O.[K+].[K+] (potassium carbonate). Product: C(C)OC(COC1=C(C(=O)OC)C=CC=C1)=O (methyl 2-(2-ethoxy-2-oxoethoxy)benzoate). As a reaction SMILES: CO/N=C(/C1OCCON=1)\C1C=CC=CC=1O.[C:18]([O:27][CH3:28])(=[O:26])[C:19]1[C:20](=[CH:22][CH:23]=[CH:24][CH:25]=1)[OH:21].Cl[CH2:30][C:31]([O:33][CH2:34][CH3:35])=[O:32].C(=O)([O-])[O-].[K+].[K+]>>[CH2:34]([O:33][C:31](=[O:32])[CH2:30][O:21][C:20]1[CH:22]=[CH:23][CH:24]=[CH:25][C:19]=1[C:18]([O:27][CH3:28])=[O:26])[CH3:35] |f:3.4.5|. Reported procedure: Another synthesis of (E)-(5,6-dihydro-1,4,2-dioxazin-3-yl)(2-hydroxyphenyl)methanone O-methyl oxime (13) is illustrated in Scheme 2B. According to the synthesis, methyl salicylate reacts with ethyl chloroacetate in the presence of potassium carbonate to give methyl 2-(2-ethoxy-2-oxoethoxy)benzoate (6). Hydrolysis of methyl 2-(2-ethoxy-2-oxoethoxy)benzoate (6) followed by a consecutive cyclization of 2-(carboxymethoxy)benzoic acid (7) with acetic anhydride in the presence of sodium acetate gives ... Reactants: CCOC(C)=O, [H-], Nc1cncc(Cl)n1, [Na+], C1COCCO1, OCc1ccccc1. The product is Nc1cncc(OCc2ccccc2)n1. Reaction SMILES: [CH3:25][CH2:26][O:27][C:28](=[O:29])[CH3:30].[H-:9].[NH2:11][c:12]1[n:13][c:14]([Cl:18])[cH:15][n:16][cH:17]1.[Na+:10].[O:19]1[CH2:20][CH2:21][O:22][CH2:23][CH2:24]1.[OH:1][CH2:2][c:3]1[cH:4][cH:5][cH:6][cH:7][cH:8]1>>[O:1]([CH2:2][c:3]1[cH:4][cH:5][cH:6][cH:7][cH:8]1)[c:14]1[n:13][c:12]([NH2:11])[cH:17][n:16][cH:15]1. The reactants are C(C)(=O)OC1C2CCC(C2CC1)C(=O)O (6-acetoxy-2-carboxybicyclo[3,3,0]octane), B#B (diborane), [Cl-].[NH4+] (ammonium chloride). The solvent is O1CCCC1 (tetrahydrofuran), O1CCCC1 (tetrahydrofuran). Run at temperature -40 celsius, time 1 hour. Product: C(C)(=O)OC1C2CCC(C2CC1)CO (6-acetoxy-2-hydroxymethylbicyclo[3,3,0]octane). Reaction SMILES: [C:1]([O:4][CH:5]1[CH2:12][CH2:11][CH:10]2[CH:6]1[CH2:7][CH2:8][CH:9]2[C:13](O)=[O:14])(=[O:3])[CH3:2].B#B.[Cl-].[NH4+]>O1CCCC1>[C:1]([O:4][CH:5]1[CH2:12][CH2:11][CH:10]2[CH:6]1[CH2:7][CH2:8][CH:9]2[CH2:13][OH:14])(=[O:3])[CH3:2] |f:2.3|. Procedure details: A solution of 6-acetoxy-2-carboxybicyclo[3,3,0]octane (3.2 g; prepared as described in Reference Example 5 and predominantly in the 2β-configuration) in tetrahydrofuran (30 ml) at -40° C. was treated with a solution of diborane in tetrahydrofuran (15 ml; 1M) under an argon atmosphere. The solution was stirred for 1 hour at -40° C. and then it was allowed to warm to 0° C. during 1 hour and was maintained at 0° C. for a further period of 150 minutes. The solution was then allowed to warm to 20° C.... Reactants: CC(C)OC(=O)/N=N/C(=O)OC(C)C (diisopropylazodicarboxylate), BrC1=CC=C(C=C1)[C@@H]1CC[C@H](CC1)O ((trans)-4-(4-Bromophenyl)cyclohexanol), FC1=C(C(=O)O)C=CC=C1 (2-fluorobenzoic acid), C1(=CC=CC=C1)P(C1=CC=CC=C1)C1=CC=CC=C1 (triphenylphosphine). Solvent: O1CCCC1 (tetrahydrofurane). Run at time 12 hour. Yields the product FC1=C(C(=O)O[C@@H]2CC[C@@H](CC2)C2=CC=C(C=C2)Br)C=CC=C1 ((cis)-4-(4-Bromophenyl)cyclohexyl 2-fluorobenzoate). As a reaction SMILES: [Br:1][C:2]1[CH:7]=[CH:6][C:5]([C@H:8]2[CH2:13][CH2:12][C@H:11]([OH:14])[CH2:10][CH2:9]2)=[CH:4][CH:3]=1.[F:15][C:16]1[CH:24]=[CH:23][CH:22]=[CH:21][C:17]=1[C:18](O)=[O:19].C1(P(C2C=CC=CC=2)C2C=CC=CC=2)C=CC=CC=1.CC(OC(/N=N/C(OC(C)C)=O)=O)C>O1CCCC1>[F:15][C:16]1[CH:24]=[CH:23][CH:22]=[CH:21][C:17]=1[C:18]([O:14][C@H:11]1[CH2:12][CH2:13][C@@H:8]([C:5]2[CH:4]=[CH:3][C:2]([Br:1])=[CH:7][CH:6]=2)[CH2:9][CH2:10]1)=[O:19]. Reported procedure: (trans)-4-(4-Bromophenyl)cyclohexanol (100 mg), 2-fluorobenzoic acid (130 mg) and triphenylphosphine (225 mg) are dissolved in tetrahydrofurane (2 mL), treated dropwise with diisopropylazodicarboxylate (170 μL) and the mixture is stirred for 12 hours. Then the mixture is partitioned between ethylacetate and saturated aqueous NaHCO3 solution. The organic phase is dried (MgSO4) and concentrated. The residue is chromatographed on silica gel (cyclohexane/ethyl acetate 99:1→70:30) to give the title c... Reactants: Cl (hydrochloric acid), n-bromobutane, C(C=1C(S)=CC=CC1)(=O)O (thiosalicylic acid). Solvent: O (water), C(C)O (ethanol), [OH-].[Na+] (sodium hydroxide). Run at time 8 hour. Product: C(CCC)SC1=C(C(=O)O)C=CC=C1 (2-(Butylthio)benzoic acid). Reaction SMILES: [C:1]([OH:10])(=[O:9])[C:2]1[C:3](=[CH:5][CH:6]=[CH:7][CH:8]=1)[SH:4].Cl>C(O)C.[OH-].[Na+].O>[CH2:1]([S:4][C:3]1[CH:5]=[CH:6][CH:7]=[CH:8][C:2]=1[C:1]([OH:10])=[O:9])[CH2:2][CH2:8][CH3:7] |f:3.4|. Reported procedure: A stirred solution of n-bromobutane (12.4 g, 0.09 mole) in 90 mL of ethanol under argon at room temperature was treated with a solution of thiosalicylic acid (13.5 g, 0.09 mole) in 72 mL of 10% sodium hydroxide. After stirring overnight, volatiles were stripped in vacuo and the residue was diluted with water and acidified with concentrated hydrochloric acid to precipitate the product. The crude product was collected and air dried, then dissolved in hot acetonitrile containing 1-2 mL of water. Up... Starting materials: CSCCCl (2-methylthioethylchloride), [N+](=O)([O-])C1=C(C=CC=C1)O (o-nitrophenol), C([O-])([O-])=O.[K+].[K+] (potassium carbonate). Run in C(C)#N (acetonitrile). The product is CSCCOC1=C(C=CC=C1)[N+](=O)[O-] (2-(2-methylthioethoxy)nitrobenzene). The yield is 63.1%. Reaction SMILES: [CH3:1][S:2][CH2:3][CH2:4]Cl.[N+:6]([C:9]1[CH:14]=[CH:13][CH:12]=[CH:11][C:10]=1[OH:15])([O-:8])=[O:7].C(=O)([O-])[O-].[K+].[K+]>C(#N)C>[CH3:1][S:2][CH2:3][CH2:4][O:15][C:10]1[CH:11]=[CH:12][CH:13]=[CH:14][C:9]=1[N+:6]([O-:8])=[O:7] |f:2.3.4|. Procedure details: 2-methylthioethylchloride (18.0 g, 0.16 mole), o-nitrophenol (20.8 g, 0.15 mole) and potassium carbonate (24.7 g, 0.18 mole) was refluxed in acetonitrile for 24 h. The reaction mixture was filtered and the solvent was evaporated. The residue was dissolved in methylene chloride and washed with water once and thereafter twice with a saturated sodium carbonate solution. The organic layer was dried over sodium sulfate and the solvent was evaporated giving 20.2 g (63%) of the title compound as an oil... The reactants are OCCCC[C@H](CCC(=O)OC)CCCC=1C=NC=CC1 (methyl (R)-8-hydroxy-4-[3-(3-pyridyl)propyl]octanoate), C(C)(C)(C)ONS(=O)(=O)C1C(C=C(C=C1)Cl)=C=O (N-t-butoxy-carbonyl-p-chlorophenylsulfonamide), C1(=CC=CC=C1)P(C1=CC=CC=C1)C1=CC=CC=C1 (triphenylphosphine), N(=NC(=O)OCC)C(=O)OCC (diethyl azodicarboxylate). Solvent: C(Cl)Cl (methylene chloride). Conditions: time 1 hour. The product is C(C)(C)(C)ON(S(=O)(=O)C1C(C=C(C=C1)Cl)=C=O)CCCC[C@H](CCC(=O)OC)CCCC=1C=NC=CC1 (methyl (R)-8-[N-t-butoxy-carbonyl-p-chlorophenylsulfonamido]-4-[3-(3-pyridyl)propyl]octanoate). Reaction SMILES: O[CH2:2][CH2:3][CH2:4][CH2:5][C@@H:6]([CH2:13][CH2:14][CH2:15][C:16]1[CH:17]=[N:18][CH:19]=[CH:20][CH:21]=1)[CH2:7][CH2:8][C:9]([O:11][CH3:12])=[O:10].[C:22]([O:26][NH:27][S:28]([CH:31]1[CH:36]=[CH:35][C:34]([Cl:37])=[CH:33][C:32]1=[C:38]=[O:39])(=[O:30])=[O:29])([CH3:25])([CH3:24])[CH3:23].C1(P(C2C=CC=CC=2)C2C=CC=CC=2)C=CC=CC=1.N(C(OCC)=O)=NC(OCC)=O>C(Cl)Cl>[C:22]([O:26][N:27]([CH2:2][CH2:3][CH2:4][CH2:5][C@@H:6]([CH2:13][CH2:14][CH2:15][C:16]1[CH:17]=[N:18][CH:19]=[CH:20][CH:21]=1)[CH2:7][CH2:8][C:9]([O:11][CH3:12])=[O:10])[S:28]([CH:31]1[CH:36]=[CH:35][C:34]([Cl:37])=[CH:33][C:32]1=[C:38]=[O:39])(=[O:30])=[O:29])([CH3:25])([CH3:23])[CH3:24]. Reported procedure: To a solution of methyl (R)-8-hydroxy-4-[3-(3-pyridyl)propyl]octanoate (1.09 g 3.7 mmol), N-t-butoxy-carbonyl-p-chlorophenylsulfonamide (1.52 g, 5.2 mmol) and triphenylphosphine (1.92 g, 7.3 mmol) in methylene chloride (17 ml) is added dropwise diethyl azodicarboxylate (0.82 ml, 5.2 mmol). The reaction mixture is allowed to stir or 1 hour and the solvent is evaporated. The residue is purified by flash chromatography on silica gel using 1:1 ethyl acetate/hexane to obtain methyl (R)-8-[N-t-butoxy-... The reactants are C(C)(C)(C)OC(NC1CCC(CC1)NCC1=NC=CC=C1C1=CC=CC=C1)=O ({4-[(3-phenyl-pyridin-2-ylmethyl)-amino]-cyclohexyl}-carbamic acid tert-butyl ester), CC=1C(=NC=CC1)C=O (3-methyl-2-pyridinecarboxaldehyde), [BH-](OC(=O)C)(OC(=O)C)OC(=O)C.[Na+] (NaBH(OAc)3). Solvent: C(Cl)Cl (CH2Cl2). Yields the product C(C)(C)(C)OC(NC1CCC(CC1)N(CC1=NC=CC=C1C1=CC=CC=C1)CC1=NC=CC=C1C)=O ({4-[(3-methyl-pyridine-2-ylmethyl)-(3-phenyl-pyridin-2-ylmethyl)-amino]-cyclohexyl}-carbamic acid tert-butyl ester). Reaction SMILES: [C:1]([O:5][C:6](=[O:28])[NH:7][CH:8]1[CH2:13][CH2:12][CH:11]([NH:14][CH2:15][C:16]2[C:21]([C:22]3[CH:27]=[CH:26][CH:25]=[CH:24][CH:23]=3)=[CH:20][CH:19]=[CH:18][N:17]=2)[CH2:10][CH2:9]1)([CH3:4])([CH3:3])[CH3:2].[CH3:29][C:30]1[C:31]([CH:36]=O)=[N:32][CH:33]=[CH:34][CH:35]=1.[BH-](OC(C)=O)(OC(C)=O)OC(C)=O.[Na+]>C(Cl)Cl>[C:1]([O:5][C:6](=[O:28])[NH:7][CH:8]1[CH2:13][CH2:12][CH:11]([N:14]([CH2:36][C:31]2[C:30]([CH3:29])=[CH:35][CH:34]=[CH:33][N:32]=2)[CH2:15][C:16]2[C:21]([C:22]3[CH:27]=[CH:26][CH:25]=[CH:24][CH:23]=3)=[CH:20][CH:19]=[CH:18][N:17]=2)[CH2:10][CH2:9]1)([CH3:4])([CH3:2])[CH3:3] |f:2.3|. Procedure details: Using General Procedure B: Reaction of the above amine and 3-methyl-2-pyridinecarboxaldehyde in CH2Cl2 with NaBH(OAc)3 gave {4-[(3-methyl-pyridine-2-ylmethyl)-(3-phenyl-pyridin-2-ylmethyl)-amino]-cyclohexyl}-carbamic acid tert-butyl ester as a pale yellow oil. 1H NMR (CDCl3) δ 0.86 (q, 2H, J=10.8 Hz), 1.14 (q, 2H, J=11. Hz), 1.41 (s, 9H), 1.58 (d, 2H, J=11.7 Hz), 1.85 (s, 2H), 1.91 (s, 3H), 2.11 (s, 1H), 2.21 (s, 1H), 3.19 (br s, 1H), 3.80 (s, 2H), 3.84 (s, 2H), 4.23 (br s, 1H), 7.00 (dd, 1H, J=... The reactants are CCC(=O)Nc1ncc(Sc2ccc([N+](=O)[O-])cc2)s1, CCO, [Cl-], [Fe], [NH4+], C1CCOC1, O. The product is CCC(=O)Nc1ncc(Sc2ccc(N)cc2)s1. Reaction SMILES: [C:1]([CH2:2][CH3:3])(=[O:4])[NH:5][c:6]1[s:7][c:8]([S:11][c:12]2[cH:13][cH:14][c:15]([N+:18]([O-:19])=[O:20])[cH:16][cH:17]2)[cH:9][n:10]1.[CH3:29][CH2:30][OH:31].[Cl-:21].[Fe:32].[NH4+:22].[O:24]1[CH2:25][CH2:26][CH2:27][CH2:28]1.[OH2:23]>>[C:1]([CH2:2][CH3:3])(=[O:4])[NH:5][c:6]1[s:7][c:8]([S:11][c:12]2[cH:13][cH:14][c:15]([NH2:18])[cH:16][cH:17]2)[cH:9][n:10]1.